This data is from the Open Reaction Database (ORD), a public repository of structured organic reaction records. The task is: describe an organic reaction: reactants, conditions, products, and yield Starting materials: C(C1=CC=CC=C1)[C@@H]1N(C(OC1)=O)C([C@H]([C@H](O)C1=CC=C(C=C1)OCC1=CC=CC=C1)OC1=CC=C(C=C1)C(C)C)=O ((S)-4-benzyl-3-[(2S,3R)-3-(4-benzyloxyphenyl)-3-hydroxy-2-(4-isopropylphenoxy)propionyl]oxazolidine-2-one). Reagents/catalysts: [Pd] (palladium on carbon). Product: C(C1=CC=CC=C1)[C@@H]1N(C(OC1)=O)C([C@H]([C@@H](C1=CC=C(C=C1)O)O)OC1=CC=C(C=C1)C(C)C)=O ((S)-4-benzyl-3-[(2S,3R)-3-hydroxy-3-(4-hydroxyphenyl)-2-(4-isopropylphenoxy)propionyl]oxazolidine-2-one). Yield: 90.9%. As a reaction SMILES: [CH2:1]([C@H:8]1[CH2:12][O:11][C:10](=[O:13])[N:9]1[C:14](=[O:42])[C@@H:15]([O:32][C:33]1[CH:38]=[CH:37][C:36]([CH:39]([CH3:41])[CH3:40])=[CH:35][CH:34]=1)[C@@H:16]([C:18]1[CH:23]=[CH:22][C:21]([O:24]CC2C=CC=CC=2)=[CH:20][CH:19]=1)[OH:17])[C:2]1[CH:7]=[CH:6][CH:5]=[CH:4][CH:3]=1>[Pd]>[CH2:1]([C@H:8]1[CH2:12][O:11][C:10](=[O:13])[N:9]1[C:14](=[O:42])[C@@H:15]([O:32][C:33]1[CH:38]=[CH:37][C:36]([CH:39]([CH3:40])[CH3:41])=[CH:35][CH:34]=1)[C@H:16]([OH:17])[C:18]1[CH:23]=[CH:22][C:21]([OH:24])=[CH:20][CH:19]=1)[C:2]1[CH:7]=[CH:6][CH:5]=[CH:4][CH:3]=1. Procedure: In a similar manner to that described in Reference example 1(d), a reaction was carried out using (S)-4-benzyl-3-[(2S,3R)-3-(4-benzyloxyphenyl)-3-hydroxy-2-(4-isopropylphenoxy)propionyl]oxazolidine-2-one (25.0 g), which is the product of Reference example 29(b) and palladium on carbon (5%, 2.50 g) and the reaction mixture was treated to afford the desired compound (19.1 g) as a mass of foam. Reaction SMILES: [Cl:1][C:2]1[C:7](I)=[CH:6][C:5]([S:9]([CH3:12])(=[O:11])=[O:10])=[CH:4][N:3]=1.[CH:13]([CH:15]([C:17]1[CH:22]=[CH:21][C:20]([Cl:23])=[C:19]([Cl:24])[CH:18]=1)[OH:16])=[CH2:14].C(N(CC)C(C)C)(C)C.CC1C(P(C2C(C)=CC=CC=2)C2C(C)=CC=CC=2)=CC=CC=1.IC1C=CC=CN=1>C([O-])(=O)C.C([O-])(=O)C.[Pd+2].CN(C)C=O>[Cl:1][C:2]1[C:7]([CH2:14][CH2:13][C:15]([C:17]2[CH:22]=[CH:21][C:20]([Cl:23])=[C:19]([Cl:24])[CH:18]=2)=[O:16])=[CH:6][C:5]([S:9]([CH3:12])(=[O:11])=[O:10])=[CH:4][N:3]=1 |f:5.6.7|. Reactants: IC1=NC=CC=C1 (iodopyridine), ClC1=NC=C(C=C1I)S(=O)(=O)C (2-chloro-3-iodo-5-(methylsulfonyl)pyridine), C(=C)C(O)C1=CC(=C(C=C1)Cl)Cl (α-ethenyl-3,4-dichlorobenzenemethanol), C(C)(C)N(C(C)C)CC (N,N-diisopropylethylamine), CC1=CC=CC=C1P(C2=CC=CC=C2C)C3=CC=CC=C3C (tri-o-tolyphosphine). Procedure: A mixture of 0.95 g of 2-chloro-3-iodo-5-(methylsulfonyl)pyridine, 0.91 g of α-ethenyl-3,4-dichlorobenzenemethanol, 0.77 g of N,N-diisopropylethylamine, 0.04 g of tri-o-tolyphosphine, 0.02 g of palladium diacetate and 3 ml of dimethylformamide was heated to 100° C. under nitrogen. The mixture was heated at this temperature for 20 minutes and then at 116° C. for an additional 20 minutes at which point thin layer chromatography showed no iodopyridine starting material. The mixture was then cooled ... The solvent is CN(C=O)C (dimethylformamide). The reagents and catalysts are C(C)(=O)[O-].C(C)(=O)[O-].[Pd+2] (palladium diacetate). Yields the product ClC1=NC=C(C=C1CCC(=O)C1=CC(=C(C=C1)Cl)Cl)S(=O)(=O)C (3-[2-chloro-5-(methylsulfonyl)-3-pyridinyl]-1-(3,4-dichlorophenyl)propan-1-one). Conditions: temperature 100 celsius, time 20 minute. Starting materials: BrC1=CC=C(C=C1)C(CC(=O)C1=CC(=C(C(=C1)C)OC)C)C1=C(C=CC=C1)C (3-(4-bromo-phenyl)-1-(4-methoxy-3,5-dimethyl-phenyl)-3-o-tolyl-propan-1-one), B(Br)(Br)Br (BBr3). The solvent is ClCCl (dichloromethane). Yields the product BrC1=CC=C(C=C1)C(CC(=O)C1=CC(=C(C(=C1)C)O)C)C1=C(C=CC=C1)C (3-(4-Bromo-phenyl)-1-(4-hydroxy-3,5-dimethyl-phenyl)-3-o-tolyl-propan-1-one). RXN SMILES: [Br:1][C:2]1[CH:7]=[CH:6][C:5]([CH:8]([C:22]2[CH:27]=[CH:26][CH:25]=[CH:24][C:23]=2[CH3:28])[CH2:9][C:10]([C:12]2[CH:17]=[C:16]([CH3:18])[C:15]([O:19]C)=[C:14]([CH3:21])[CH:13]=2)=[O:11])=[CH:4][CH:3]=1.B(Br)(Br)Br>ClCCl>[Br:1][C:2]1[CH:3]=[CH:4][C:5]([CH:8]([C:22]2[CH:27]=[CH:26][CH:25]=[CH:24][C:23]=2[CH3:28])[CH2:9][C:10]([C:12]2[CH:13]=[C:14]([CH3:21])[C:15]([OH:19])=[C:16]([CH3:18])[CH:17]=2)=[O:11])=[CH:6][CH:7]=1. Procedure details: In analogy to example 151, step 2, 3-(4-bromo-phenyl)-1-(4-methoxy-3,5-dimethyl-phenyl)-3-o-tolyl-propan-1-one was treated with BBr3 in dichloromethane to give the title compound as a light yellow solid, MS (ESI+): m/z=420.9 [M−H]−. Reported procedure: 100 mg (0.25 mmol) of 7-(1-acetylheptyl)-5-methyl-2-(4-methylbenzyl)-imidazo[5,1-f][1,2,4]triazin-4(3H)-one (Example 3) are reacted analogously to Example 8 with 10 mg (0.25 mmol) of sodium borohydride to give 7-[1-(1-hydroxyethyl)heptyl]-5-methyl-2-(4-methylbenzyl)-imidazo[5,1-f][1,2,4]triazin-4(3H)-one. Product: OC(C)C(CCCCCC)C1=NC(=C2C(NC(=NN21)CC2=CC=C(C=C2)C)=O)C (7-[1-(1-hydroxyethyl)heptyl]-5-methyl-2-(4-methylbenzyl)-imidazo[5,1-f][1,2,4]triazin-4(3H)-one). The reactants are C(C)(=O)C(CCCCCC)C1=NC(=C2C(NC(=NN21)CC2=CC=C(C=C2)C)=O)C (7-(1-acetylheptyl)-5-methyl-2-(4-methylbenzyl)-imidazo[5,1-f][1,2,4]triazin-4(3H)-one), [BH4-].[Na+] (sodium borohydride). As a reaction SMILES: [C:1]([CH:4]([C:11]1[N:19]2[C:14]([C:15](=[O:28])[NH:16][C:17]([CH2:20][C:21]3[CH:26]=[CH:25][C:24]([CH3:27])=[CH:23][CH:22]=3)=[N:18]2)=[C:13]([CH3:29])[N:12]=1)[CH2:5][CH2:6][CH2:7][CH2:8][CH2:9][CH3:10])(=[O:3])[CH3:2].[BH4-].[Na+]>>[OH:3][CH:1]([CH:4]([C:11]1[N:19]2[C:14]([C:15](=[O:28])[NH:16][C:17]([CH2:20][C:21]3[CH:22]=[CH:23][C:24]([CH3:27])=[CH:25][CH:26]=3)=[N:18]2)=[C:13]([CH3:29])[N:12]=1)[CH2:5][CH2:6][CH2:7][CH2:8][CH2:9][CH3:10])[CH3:2] |f:1.2|. Starting materials: CCOC(=O)C(Br)C#N, CCO, [Ca+2], [Cl-], CC(C)=CC=C(Cl)Cl, O=C([O-])[O-]. Yields the product CCOC(=O)C1(C#N)C(C=C(Cl)Cl)C1(C)C. Reaction SMILES: [Br:9][CH:10]([C:11](=[O:12])[O:13][CH2:14][CH3:15])[C:16]#[N:17].[CH3:24][CH2:25][OH:26].[Ca+2:19].[Cl-:18].[Cl:1][C:2](=[CH:3][CH:4]=[C:5]([CH3:6])[CH3:7])[Cl:8].[O-:20][C:21](=[O:22])[O-:23]>>[Cl:1][C:2](=[CH:3][CH:4]1[C:5]([CH3:6])([CH3:7])[C:10]1([C:11](=[O:12])[O:13][CH2:14][CH3:15])[C:16]#[N:17])[Cl:8]. Reactants: [OH-].[K+] (KOH), BrCC1C(C1)(Cl)Cl (1-bromomethyl-2,2-dichlorocyclopropane), [N+](=O)([O-])C1=C(N)C=CC(=C1)SC#N (2-nitro-4-thiocyanoaniline), [BH4-].[Na+] (sodium borohydride). Solvent: C(C)O (ethanol), C(C)O (ethanol), C(C)O (ethanol), C(Cl)(Cl)Cl (CHCl3), O (H2O). Conditions: time 15 minute. Product: ClC1(C(C1)CSC1=CC(=C(N)C=C1)[N+](=O)[O-])Cl (4-[(2,2-dichlorocyclopropyl)methyl]thio-2-nitroaniline). Isolated yield 54.6%. RXN SMILES: [N+:1]([C:4]1[CH:10]=[C:9]([S:11][C:12]#N)[CH:8]=[CH:7][C:5]=1[NH2:6])([O-:3])=[O:2].[BH4-].[Na+].[OH-].[K+].BrC[CH:20]1[CH2:22][C:21]1([Cl:24])[Cl:23]>C(O)C.C(Cl)(Cl)Cl.O>[Cl:23][C:21]1([Cl:24])[CH2:22][CH:20]1[CH2:12][S:11][C:9]1[CH:8]=[CH:7][C:5]([NH2:6])=[C:4]([N+:1]([O-:3])=[O:2])[CH:10]=1 |f:1.2,3.4|. Reported procedure: To a stirred mixture of 11.75 g (0.06 mole) of 2-nitro-4-thiocyanoaniline in 500 ml of absolute ethanol under N2 there is added 2.5 g (0.06 mole) of sodium borohydride in portions. The mixture is stirred at room temperature for 15 minutes and then refluxed for 15 minutes. The heating mantle is removed and 3.9 g (0.06 mole) of KOH in 30 ml of absolute ethanol is added. The mixture is stirred for 1 minute. A solution of 12.25 g (0.06 mole) of 1-bromomethyl-2,2-dichlorocyclopropane in 30 ml of abso...